From a dataset of the Open Reaction Database (ORD), a public repository of structured organic reaction records. describe an organic reaction: reactants, conditions, products, and yield Starting materials: CCO, Cc1csc(C(O)c2cccc3ccccc23)c1, ClCCN1CCCCC1, Cl, [H-], [Na+], c1ccccc1. Yields the product Cc1csc(C(OCCN2CCCCC2)c2cccc3ccccc23)c1. RXN SMILES: [CH2:31]([OH:32])[CH3:33].[CH3:3][c:4]1[cH:5][c:6]([CH:9]([OH:10])[c:11]2[cH:12][cH:13][cH:14][c:15]3[cH:16][cH:17][cH:18][cH:19][c:20]23)[s:7][cH:8]1.[Cl:22][CH2:23][CH2:24][N:25]1[CH2:26][CH2:27][CH2:28][CH2:29][CH2:30]1.[ClH:21].[H-:1].[Na+:2].[cH:34]1[cH:35][cH:36][cH:37][cH:38][cH:39]1>>[CH3:3][c:4]1[cH:5][c:6]([CH:9]([O:10][CH2:23][CH2:24][N:25]2[CH2:26][CH2:27][CH2:28][CH2:29][CH2:30]2)[c:11]2[cH:12][cH:13][cH:14][c:15]3[cH:16][cH:17][cH:18][cH:19][c:20]23)[s:7][cH:8]1. Starting materials: O (water), CC1=NC2=C(N1C)C=C(C=1CCC(OC12)C1=CC=CC=C1)C(=O)O (2,3-dimethyl-8-phenyl-3,6,7,8-tetrahydro-chromeno[7,8-d]imidazole-5-carboxylic acid), N1CCC1 (Azetidine), F[B-](F)(F)F.N1(N=NC2=C1C=CC=C2)OC(=[N+](C)C)N(C)C (O-(1H-benzotriazol-1-yl)-N,N,N′,N′-tetramethyluronium tetrafluoroborate). Run in ClCCl (dichloromethane). Conditions: temperature 40 celsius, time 3 hour. The product is N1(CCC1)C(=O)C=1C=2CCC(OC2C2=C(N(C(=N2)C)C)C1)C1=CC=CC=C1 (1-Azetidin-1-yl-1-(2,3-dimethyl-8-phenyl-3,6,7,8-tetrahydro-chromeno[7,8-d]imidazol-5-yl)-methanone). Isolated yield 61.1%. RXN SMILES: [CH3:1][C:2]1[N:6]([CH3:7])[C:5]2[CH:8]=[C:9]([C:22]([OH:24])=O)[C:10]3[CH2:11][CH2:12][CH:13]([C:16]4[CH:21]=[CH:20][CH:19]=[CH:18][CH:17]=4)[O:14][C:15]=3[C:4]=2[N:3]=1.F[B-](F)(F)F.[N:30]1(OC(N(C)C)=[N+](C)C)[C:34]2C=CC=[CH:38][C:33]=2N=N1.N1CCC1.O>ClCCl>[N:30]1([C:22]([C:9]2[C:10]3[CH2:11][CH2:12][CH:13]([C:16]4[CH:17]=[CH:18][CH:19]=[CH:20][CH:21]=4)[O:14][C:15]=3[C:4]3[N:3]=[C:2]([CH3:1])[N:6]([CH3:7])[C:5]=3[CH:8]=2)=[O:24])[CH2:38][CH2:33][CH2:34]1 |f:1.2|. Procedure: To a suspension of 0.31 g (0.96 mmol) 2,3-dimethyl-8-phenyl-3,6,7,8-tetrahydro-chromeno[7,8-d]imidazole-5-carboxylic acid in dichloromethane (10 ml) were added 0.34 g (1.4 mmol) O-(1H-benzotriazol-1-yl)-N,N,N′,N′-tetramethyluronium tetrafluoroborate (TBTU) and the suspension was heated at 40° C. for 4 h. 102 mg (1.0 mmol) Azetidine were added and the mixture was stirred for 3 h. The reaction mixture was poured into water and the extracted with dichloromethane. The organic layers were dried over ...